This data is from the Open Reaction Database (ORD), a public repository of structured organic reaction records. The task is: describe an organic reaction: reactants, conditions, products, and yield The reactants are C(C)OC([C@H](C)OC1=CC2=CC=C(C=C2C=C1)Br)=O ((2S)-2-(6-bromonaphthalen-2-yloxy)-propionic acid ethyl ester), [BH4-].[Na+] (sodium borohydride). Run in C(C)O (ethanol). Product: BrC=1C=C2C=CC(=CC2=CC1)O[C@H](CO)C ((2S)-2-(6-Bromonaphthalen-2-yloxy)-propan-1-ol). Yield: 96.9%. As a reaction SMILES: C([O:3][C:4](=O)[C@@H:5]([O:7][C:8]1[CH:17]=[CH:16][C:15]2[C:10](=[CH:11][CH:12]=[C:13]([Br:18])[CH:14]=2)[CH:9]=1)[CH3:6])C.[BH4-].[Na+]>C(O)C>[Br:18][C:13]1[CH:14]=[C:15]2[C:10](=[CH:11][CH:12]=1)[CH:9]=[C:8]([O:7][C@@H:5]([CH3:6])[CH2:4][OH:3])[CH:17]=[CH:16]2 |f:1.2|. Reported procedure: Prepared according to the method described in Example 4b) from (2S)-2-(6-bromonaphthalen-2-yloxy)-propionic acid ethyl ester (12.45 g, Example 10a)) and sodium borohydride (1.6 g) in ethanol (150 ml). The crude material was purified by column chromatography over silica eluting with ethanol:dichloromethane (1:99) to give the sub-title compound as a solid (10.5 g). Starting materials: ClC=1C=C(C#N)C=C(C1N1N=C2C(C=NC=C2Cl)=C1)Cl (3,5-dichloro-4-(7-chloropyrazolo[4,3-c]pyridin-2-yl)benzonitrile), N(=[N+]=[N-])C1=C(C=NC=C1Br)\C=N\C1=C(C=CC=C1Cl)Cl ([1-(4-azido-5-bromopyridin-3-yl)-meth-(E)-ylidene]-(2,6-dichlorophenyl)-amine). Run in C1(=CC=CC=C1)C (toluene). The product is BrC=1C=2C(C=NC1)=CN(N2)C2=C(C=CC=C2Cl)Cl (7-Bromo-2-(2,6-dichlorophenyl)-2H-pyrazolo[4,3-c]pyridine). Yield: 81.0%. As a reaction SMILES: ClC1C=C(C=C(Cl)C=1N1C=C2C=NC=C(Cl)C2=N1)C#N.[N:21]([C:24]1[C:29]([Br:30])=[CH:28][N:27]=[CH:26][C:25]=1/[CH:31]=[N:32]/[C:33]1[C:38]([Cl:39])=[CH:37][CH:36]=[CH:35][C:34]=1[Cl:40])=[N+]=[N-]>C1(C)C=CC=CC=1>[Br:30][C:29]1[C:24]2[C:25](=[CH:31][N:32]([C:33]3[C:38]([Cl:39])=[CH:37][CH:36]=[CH:35][C:34]=3[Cl:40])[N:21]=2)[CH:26]=[N:27][CH:28]=1. Procedure: Following the procedure described for 3,5-dichloro-4-(7-chloropyrazolo[4,3-c]pyridin-2-yl)benzonitrile, [1-(4-azido-5-bromopyridin-3-yl)-meth-(E)-ylidene]-(2,6-dichlorophenyl)-amine was heated under reflux in toluene to afford the title compound as a brown solid (7.5 g, 81% yield). LCMS (Method D): RT=2.90 min, m/z: 344 [M+H+]. The reactants are [BH4-], CO, CC#N, CCOC(C)=O, [Na+], Cc1c(N2CC3C(=O)CCCN3C2=O)ccc(C#N)c1Cl. Product: Cc1c(N2CC3C(O)CCCN3C2=O)ccc(C#N)c1Cl. As a reaction SMILES: [BH4-:22].[CH3:24][OH:25].[CH3:26][C:27]#[N:28].[CH3:29][CH2:30][O:31][C:32]([CH3:33])=[O:34].[Na+:23].[O:1]=[C:2]1[N:3]([c:12]2[c:13]([CH3:21])[c:14]([Cl:20])[c:15]([C:16]#[N:17])[cH:18][cH:19]2)[CH2:4][CH:5]2[N:6]1[CH2:7][CH2:8][CH2:9][C:10]2=[O:11]>>[O:1]=[C:2]1[N:3]([c:12]2[c:13]([CH3:21])[c:14]([Cl:20])[c:15]([C:16]#[N:17])[cH:18][cH:19]2)[CH2:4][CH:5]2[N:6]1[CH2:7][CH2:8][CH2:9][CH:10]2[OH:11]. Starting materials: ClC1=C(C(=CC=C1)N1CCNCC1)C(C)=O (1-(2-chloro-6-piperazin-1-yl-phenyl)-ethanone), O=C1CCC=2C=CC(=NC2N1)OCCCC=O (4-(7-oxo-5,6,7,8-tetrahydro-[1,8]naphthyridin-2-yloxy)-butyraldehyde). Yields the product C(C)(=O)C1=C(C=CC=C1Cl)N1CCN(CC1)CCCCOC1=CC=C2CCC(NC2=N1)=O (7-{4-[4-(2-Acetyl-3-chloro-phenyl)-piperazin-1-yl]-butoxy}-3,4-dihydro-1H-[1,8]naphthyridin-2-one). Reaction SMILES: [Cl:1][C:2]1[CH:7]=[CH:6][CH:5]=[C:4]([N:8]2[CH2:13][CH2:12][NH:11][CH2:10][CH2:9]2)[C:3]=1[C:14](=[O:16])[CH3:15].[O:17]=[C:18]1[NH:27][C:26]2[N:25]=[C:24]([O:28][CH2:29][CH2:30][CH2:31][CH:32]=O)[CH:23]=[CH:22][C:21]=2[CH2:20][CH2:19]1>>[C:14]([C:3]1[C:2]([Cl:1])=[CH:7][CH:6]=[CH:5][C:4]=1[N:8]1[CH2:13][CH2:12][N:11]([CH2:32][CH2:31][CH2:30][CH2:29][O:28][C:24]2[N:25]=[C:26]3[C:21]([CH2:20][CH2:19][C:18](=[O:17])[NH:27]3)=[CH:22][CH:23]=2)[CH2:10][CH2:9]1)(=[O:16])[CH3:15]. Procedure details: In a manner similar to that of other examples, above, 1-(2-chloro-6-piperazin-1-yl-phenyl)-ethanone was coupled by reductive amination to 4-(7-oxo-5,6,7,8-tetrahydro-[1,8]naphthyridin-2-yloxy)-butyraldehyde followed by typical workup and purification to give the title compound, mp 115° C. MS: APCI: M+1: 457.2 (Exact Mass: 456.19). The reactants are [Si](C)(C)(C(C)(C)C)Cl (TBDMS chloride), Cl (hydrochloric acid), OC=1C=C2C(=NNC2=CC1)N1C(C2=CC=CC=C2C1=O)=O (2-(5-hydroxy-1H-indazol-3-yl)-1H-isoindole-1,3(2H)-dione), N12CCCCCC2=NCCC1 (1,8-Diazabicyclo[5.4.0]undec-7-ene). Solvent: ClCCl (dichloromethane), solution, ClCCl (dichloromethane). The product is C(C)(C)(C)[Si](OC=1C=C2C(=NNC2=CC1)N1C(C2=CC=CC=C2C1=O)=O)(C)C (2-[5-(tert-Butyl-dimethyl-silanyloxy)-1H-indazol-3-yl]-isoindole-1,3-dione). The yield is 79.6%. RXN SMILES: [OH:1][C:2]1[CH:3]=[C:4]2[C:8](=[CH:9][CH:10]=1)[NH:7][N:6]=[C:5]2[N:11]1[C:19](=[O:20])[C:18]2[C:13](=[CH:14][CH:15]=[CH:16][CH:17]=2)[C:12]1=[O:21].[Si:22](Cl)([C:25]([CH3:28])([CH3:27])[CH3:26])([CH3:24])[CH3:23].N12CCCN=C1CCCCC2.Cl>ClCCl>[C:25]([Si:22]([CH3:24])([CH3:23])[O:1][C:2]1[CH:3]=[C:4]2[C:8](=[CH:9][CH:10]=1)[NH:7][N:6]=[C:5]2[N:11]1[C:19](=[O:20])[C:18]2[C:13](=[CH:14][CH:15]=[CH:16][CH:17]=2)[C:12]1=[O:21])([CH3:28])([CH3:27])[CH3:26]. Procedure details: To a suspension of 32.26 g (0.115 mol) of 2-(5-hydroxy-1H-indazol-3-yl)-1H-isoindole-1,3(2H)-dione in 320 ml of dichloromethane, a solution of 43.54 g (0.288 mol) of TBDMS chloride in 150 ml of dichloromethane was added. The resulting mixture was treated dropwise with 35.5 ml (0.23 mol) of 1,8-Diazabicyclo[5.4.0]undec-7-ene (DBU) at room temperature, obtaining a clear solution. After 3 hours the reaction mixture was poured in 300 ml of a solution 0.1 N of hydrochloric acid. The aqueous layer was... Yields the product COC(=O)c1ccc(-c2ccc[n+]([O-])c2)cc1. Reactants: CC(=O)O, OO, COC(=O)c1ccc(-c2cccnc2)cc1. RXN SMILES: [CH3:19][C:20](=[O:21])[OH:22].[OH:1][OH:2].[n:3]1[cH:4][c:5](-[c:9]2[cH:10][cH:11][c:12]([C:13](=[O:14])[O:15][CH3:16])[cH:17][cH:18]2)[cH:6][cH:7][cH:8]1>>[O-:1][n+:3]1[cH:4][c:5](-[c:9]2[cH:10][cH:11][c:12]([C:13](=[O:14])[O:15][CH3:16])[cH:17][cH:18]2)[cH:6][cH:7][cH:8]1.